From a dataset of the Open Reaction Database (ORD), a public repository of structured organic reaction records. describe an organic reaction: reactants, conditions, products, and yield Starting materials: CN, CO, COC(=O)C1CN(c2cc(F)c3c(c2)oc(=O)n3C(C)C)C(=O)O1. Product: CNC(=O)C1CN(c2cc(F)c3c(c2)oc(=O)n3C(C)C)C(=O)O1. As a reaction SMILES: [CH3:1][NH2:2].[CH3:27][OH:28].[CH3:3][O:4][C:5](=[O:6])[CH:7]1[CH2:8][N:9]([c:13]2[cH:14][c:15]3[c:16]([n:17]([CH:21]([CH3:22])[CH3:23])[c:18](=[O:20])[o:19]3)[c:24]([F:26])[cH:25]2)[C:10](=[O:12])[O:11]1>>[CH3:1][NH:2][C:5](=[O:6])[CH:7]1[CH2:8][N:9]([c:13]2[cH:14][c:15]3[c:16]([n:17]([CH:21]([CH3:22])[CH3:23])[c:18](=[O:20])[o:19]3)[c:24]([F:26])[cH:25]2)[C:10](=[O:12])[O:11]1. The reactants are C(C)(C)(C)OC(=O)C1=C(C=CC=C1)C1=CC=C(C=C1)CNC(=O)C1(CCCC1)N (N-(2'-Tert-butoxycarbonylbiphenyl-4-ylmethyl)-1-aminocyclopentane-1-carboxamide), CO (methanol). Reagents/catalysts: [Pd] (palladium-on-charcoal). Run at time 1 hour. Yields the product C(C)(C)(C)OC(=O)C1=C(C=CC=C1)C1=CC=C(C=C1)CNC(=O)C1(CCOCC1)N (N-(2'-Tert-butoxycarbonylbiphenyl-4-ylmethyl)-4-aminotetrahydropyran-4-carboxamide). RXN SMILES: [C:1]([O:5][C:6]([C:8]1[CH:13]=[CH:12][CH:11]=[CH:10][C:9]=1[C:14]1[CH:19]=[CH:18][C:17]([CH2:20][NH:21][C:22]([C:24]2([NH2:29])[CH2:28][CH2:27][CH2:26][CH2:25]2)=[O:23])=[CH:16][CH:15]=1)=[O:7])([CH3:4])([CH3:3])[CH3:2].C[OH:31]>[Pd]>[C:1]([O:5][C:6]([C:8]1[CH:13]=[CH:12][CH:11]=[CH:10][C:9]=1[C:14]1[CH:15]=[CH:16][C:17]([CH2:20][NH:21][C:22]([C:24]2([NH2:29])[CH2:28][CH2:27][O:31][CH2:26][CH2:25]2)=[O:23])=[CH:18][CH:19]=1)=[O:7])([CH3:4])([CH3:3])[CH3:2]. Reported procedure: The product obtained in step C is dissolved in 30 ml of methanol. 400 mg of 10% palladium-on-charcoal are added and the mixture is hydrogenated at atmospheric pressure. After 1 hour, the catalyst is filtered off and the filtrate is then concentrated under vacuum. The residue is chromatographed on silica using an ethyl acetate/methanol/33% aqueous ammonia mixture (99/1/0.5; v/v/v) as the eluent to give 0.93 g of the expected product in the form of a white solid. Starting materials: N1=C(C=CC=C1)CC1=C(NC(C2=CC=C(C=C2)OC)=O)C=CC=C1 (2'-(2-Pyridylmethyl)-p-anisanilide), CI (methyl iodide). The solvent is CC(=O)C (acetone). Reaction conditions: time 64 hour. Yields the product [I-].COC1=CC=C(C(=O)NC2=C(CC3=[N+](C=CC=C3)C)C=CC=C2)C=C1 (2-[2-(p-methoxybenzamido)-benzyl]-1-methylpyridinium iodide). The yield is 93.0%. RXN SMILES: [N:1]1[CH:6]=[CH:5][CH:4]=[CH:3][C:2]=1[CH2:7][C:8]1[CH:24]=[CH:23][CH:22]=[CH:21][C:9]=1[NH:10][C:11](=[O:20])[C:12]1[CH:17]=[CH:16][C:15]([O:18][CH3:19])=[CH:14][CH:13]=1.[CH3:25][I:26]>CC(C)=O>[I-:26].[CH3:19][O:18][C:15]1[CH:16]=[CH:17][C:12]([C:11]([NH:10][C:9]2[CH:21]=[CH:22][CH:23]=[CH:24][C:8]=2[CH2:7][C:2]2[CH:3]=[CH:4][CH:5]=[CH:6][N+:1]=2[CH3:25])=[O:20])=[CH:13][CH:14]=1 |f:3.4|. Reported procedure: 2'-(2-Pyridylmethyl)-p-anisanilide (9.5 g., 0.03 mole) and 0.3 mole of methyl iodide in 100 ml. of acetone is refluxed with stirring for a period of 64 hr. The reaction mixture filtered and the filter cake washed with acetone provides a 93% yield of 2-[2-(p-methoxybenzamido)-benzyl]-1-methylpyridinium iodide, m.p. 184°-186° C. (corr.). Starting materials: C(C1=CC=CC=C1)C1=C(O)C=CC(=C1)O (Monobenzylhydroquinone), [H-].[Na+] (Sodium hydride), BrCCCCCC (1-Bromohexane), [H-].[Na+] (sodium hydride). Run in C(OC)COC (glyme), C(OC)COC (glyme). Reaction conditions: time 4 hour. Yields the product C(CCCCC)OC1=CC=C(C=C1)O (4-hexyloxyphenol). Isolated yield 77.2%. RXN SMILES: [H-].[Na+].C([C:10]1[CH:16]=[C:15]([OH:17])[CH:14]=[CH:13][C:11]=1[OH:12])C1C=CC=CC=1.Br[CH2:19][CH2:20][CH2:21][CH2:22][CH2:23][CH3:24]>C(COC)OC>[CH2:19]([O:12][C:11]1[CH:10]=[CH:16][C:15]([OH:17])=[CH:14][CH:13]=1)[CH2:20][CH2:21][CH2:22][CH2:23][CH3:24] |f:0.1|. Procedure: Sodium hydride (2.4 g, 0.1 mol) was suspended in 150 mL dry glyme. Monobenzylhydroquinone (20.0 g, 0.1 mol) was dissolved in 250 mL dry glyme and added dropwise to the sodium hydride suspension with stirring under nitrogen at room temperature. 1-Bromohexane (16.5 g, 0.1 mol) was added dropwise and the reaction mixture was refluxed for 1 day. The reaction product was cooled and the glyme removed under reduced pressure. The residue was dissolved in 300 mL 1:1 ethanol-ethyl acetate and catalyticall... Starting materials: Cl.CN (methylamine hydrochloride), BrC1=CC=C(S1)C=O (5-bromothiophene-2-carboxaldehyde), CCCCCCC.ClCCl (heptane dichloromethane), C(#N)[BH3-].[Na+] (sodium cyanoborohydride). Run in C(C)O (ethanol), CO (methanol), C(C)(=O)OCC (ethyl acetate). Reaction conditions: temperature 0 celsius, time 5 hour. Product: BrC1=CC=C(S1)CNC ((5-Bromothiophen-2-ylmethyl)-N-methylamine). Isolated yield 77.4%. Reaction SMILES: Cl.CN.[Br:4][C:5]1[S:9][C:8]([CH:10]=O)=[CH:7][CH:6]=1.[C:12]([BH3-])#[N:13].[Na+].CCCCCCC.ClCCl>C(O)C.CO.C(OCC)(=O)C>[Br:4][C:5]1[S:9][C:8]([CH2:10][NH:13][CH3:12])=[CH:7][CH:6]=1 |f:0.1,3.4,5.6|. Procedure: 14 g (209 mmol) of methylamine hydrochloride are added to a solution of 5 g (42 mmol) of 5-bromothiophene-2-carboxaldehyde in 80 ml of ethanol and 40 ml of methanol. The reaction medium is cooled to 0° C. and 5.8 g (83.8 mmol) of sodium cyanoborohydride are added. The reaction medium is stirred at 0° C. for 5 hours, hydrolysed and diluted with ethyl acetate. The organic phase is washed with water, dried over magnesium sulfate, filtered and evaporated. The residue obtained is taken up in a 70/30 ...